From a dataset of the Open Reaction Database (ORD), a public repository of structured organic reaction records. describe an organic reaction: reactants, conditions, products, and yield Reactants: C(C)(C)(C)OC(=O)N[C@@H]([C@@H](C)CC)C(=O)N[C@@H](CC1=CNC2=CC=CC=C12)CO (N-tert-butoxycarbonyl-(L)-isoleucyl-(L)-tryptophanol), FC(C(=O)O)(F)F (trifluoroacetic acid). Solvent: C(Cl)(Cl)Cl (chloroform). Reaction conditions: time 4 hour. Yields the product N[C@@H]([C@@H](C)CC)C(=O)N[C@@H](CC1=CNC2=CC=CC=C12)CO ((L)-isoleucyl-(L)-tryptophanol). Reaction SMILES: C(OC([NH:8][C@H:9]([C:14]([NH:16][C@H:17]([CH2:28][OH:29])[CH2:18][C:19]1[C:27]2[C:22](=[CH:23][CH:24]=[CH:25][CH:26]=2)[NH:21][CH:20]=1)=[O:15])[C@H:10]([CH2:12][CH3:13])[CH3:11])=O)(C)(C)C.FC(F)(F)C(O)=O>C(Cl)(Cl)Cl>[NH2:8][C@H:9]([C:14]([NH:16][C@H:17]([CH2:28][OH:29])[CH2:18][C:19]1[C:27]2[C:22](=[CH:23][CH:24]=[CH:25][CH:26]=2)[NH:21][CH:20]=1)=[O:15])[C@H:10]([CH2:12][CH3:13])[CH3:11]. Procedure details: To a solution, being ice cooled, of N-tert-butoxycarbonyl-(L)-isoleucyl-(L)-tryptophanol (1.0 g) in chloroform (10 ml), trifluoroacetic acid (5%, 0.5 g) was added, followed by stirring at the same temperature for 4 hours. After the reaction mixture was concentrated under reduced pressure, ethyl acetate was added to the residue. The ethyl acetate layer was washed with water and dried (MgSO4), and the solvent was distilled off to yield (L)-isoleucyl-(L)-tryptophanol as an oily substance. This oily... Reactants: Cc1cccc2c1C(=O)NS2(=O)=O, CC(=O)O, [Cl-], COC(=O)c1c(N)cccc1Cl, COC(=O)c1c(Cl)cccc1S(=O)(=O)Cl, Cl, O=N[O-], [NH4+], [Na+], O=S=O, [OH-], O. Yields the product O=C1NS(=O)(=O)c2cccc(Cl)c21. Reaction SMILES: [CH3:1][c:2]1[c:3]2[c:9]([cH:10][cH:11][cH:12]1)[S:6](=[O:7])(=[O:8])[NH:5][C:4]2=[O:13].[CH3:51][C:52](=[O:53])[OH:54].[Cl-:30].[Cl:14][c:15]1[cH:16][cH:17][cH:18][c:19]([NH2:20])[c:21]1[C:22]([O:23][CH3:24])=[O:25].[Cl:34][S:35]([c:36]1[cH:37][cH:38][cH:39][c:40]([Cl:41])[c:42]1[C:43]([O:44][CH3:45])=[O:46])(=[O:47])=[O:48].[ClH:55].[N:26]([O-:27])=[O:28].[NH4+:49].[Na+:29].[O:31]=[S:32]=[O:33].[OH-:50].[OH2:56]>>[c:2]1([Cl:14])[c:3]2[c:9]([cH:10][cH:11][cH:12]1)[S:6](=[O:7])(=[O:8])[NH:5][C:4]2=[O:13]. Reactants: [H][H] (hydrogen), 32.5, C1(=CC=CC=C1)NC1(CCN(CC1)CC1=CC=CC=C1)C(=O)OC (methyl 4-(phenylamino)-1-(phenylmethyl)-4-piperidinecarboxylate). Reagents/catalysts: [Pd] (palladium-on-charcoal). The solvent is CO (methanol). Yields the product 20, C1(=CC=CC=C1)NC1(CCNCC1)C(=O)OC (methyl 4-(phenylamino)-4-piperidinecarboxylate). The yield is 85.0%. As a reaction SMILES: [C:1]1([NH:7][C:8]2([C:21]([O:23][CH3:24])=[O:22])[CH2:13][CH2:12][N:11](CC3C=CC=CC=3)[CH2:10][CH2:9]2)[CH:6]=[CH:5][CH:4]=[CH:3][CH:2]=1.[H][H]>[Pd].CO>[C:1]1([NH:7][C:8]2([C:21]([O:23][CH3:24])=[O:22])[CH2:9][CH2:10][NH:11][CH2:12][CH2:13]2)[CH:6]=[CH:5][CH:4]=[CH:3][CH:2]=1. Procedure: A mixture of 32.5 parts of methyl 4-(phenylamino)-1-(phenylmethyl)-4-piperidinecarboxylate and 200 parts of methanol is hydrogenated at normal pressure and at room temperature with 5 parts of palladium-on-charcoal catalyst 10%. After the calculated amount of hydrogen is taken up, the catalyst is filtered off and the filtrate is evaporated. The oily residue solidifies on scratching in 2,2'-oxybispropane. The product is filtered off and dried in vacuo, yielding 20 parts (85%) of methyl 4-(phenylam...